This data is from the Open Reaction Database (ORD), a public repository of structured organic reaction records. The task is: describe an organic reaction: reactants, conditions, products, and yield RXN SMILES: [H-].[Na+].[CH3:3][O:4][C:5]1[CH:13]=[CH:12][CH:11]=[C:10]2[C:6]=1[CH:7]=[CH:8][NH:9]2.[CH2:14](Br)[C:15]1[CH:20]=[CH:19][CH:18]=[CH:17][CH:16]=1.O>CN(C=O)C>[CH2:14]([N:9]1[C:10]2[C:6](=[C:5]([O:4][CH3:3])[CH:13]=[CH:12][CH:11]=2)[CH:7]=[CH:8]1)[C:15]1[CH:20]=[CH:19][CH:18]=[CH:17][CH:16]=1 |f:0.1|. Procedure: NaH (7.7 g, 191.7 mmol) was added portionwise to a 0° C. solution of 4-methoxyindole (21.7 g, 147 mmol) in 750 mL of anhydrous DMF. After 15 min, the slurry was treated with benzyl bromide (17.5 mL, 147 mmol). The reaction mixture was allowed to warm to ambient temperature and stir overnight. The reaction mixture was poured into 1 L of H2O. The layers were separated, and the aqueous phase was extracted with EtOAc (2×200 mL). The combined organic layers were washed with H2O (4×500 mL), dried over... Run in CN(C)C=O (DMF). Starting materials: O (H2O), [H-].[Na+] (NaH), COC1=C2C=CNC2=CC=C1 (4-methoxyindole), C(C1=CC=CC=C1)Br (benzyl bromide). Conditions: time 15 minute. The product is C(C1=CC=CC=C1)N1C=CC2=C(C=CC=C12)OC (1-Benzyl-4-methoxyindole). RXN SMILES: [CH3:46][CH2:47][OH:48].[F:1][C:2]([c:3]1[cH:4][c:5]([C:13]2([C:37]([F:38])([F:39])[F:40])[CH2:14][C:15]([c:18]3[cH:19][cH:20][c:21]([CH:24]([CH3:25])[N:26]4[C:27](=[O:28])[c:29]5[cH:30][cH:31][cH:32][cH:33][c:34]5[C:35]4=[O:36])[cH:22][cH:23]3)=[N:16][O:17]2)[cH:6][c:7]([C:9]([F:10])([F:11])[F:12])[cH:8]1)([F:41])[F:42].[NH2:44][NH2:45].[OH2:43]>>[F:1][C:2]([c:3]1[cH:4][c:5]([C:13]2([C:37]([F:38])([F:39])[F:40])[CH2:14][C:15]([c:18]3[cH:19][cH:20][c:21]([CH:24]([CH3:25])[NH2:26])[cH:22][cH:23]3)=[N:16][O:17]2)[cH:6][c:7]([C:9]([F:10])([F:11])[F:12])[cH:8]1)([F:41])[F:42]. The product is CC(N)c1ccc(C2=NOC(c3cc(C(F)(F)F)cc(C(F)(F)F)c3)(C(F)(F)F)C2)cc1. Reactants: CCO, CC(c1ccc(C2=NOC(c3cc(C(F)(F)F)cc(C(F)(F)F)c3)(C(F)(F)F)C2)cc1)N1C(=O)c2ccccc2C1=O, NN, O. The reactants are Ceric ammonium nitrate, C1(=CC=CC=C1)P(C1=CC=CC=C1)C1=CC=CC=C1 (triphenyl phosphine), N(=NC(=O)OCC)C(=O)OCC (DEAD), C[Si](C)(C)N=[N+]=[N-] (trimethylsilyl azide), C[Si](C)(C)N=[N+]=[N-] (trimethylsilyl azide), N(=NC(=O)OCC)C(=O)OCC (diethyl azodicarboxylate), C(C)(C)(C)OC(=O)NCCC(=O)NCCC#N (3-(t-butoxycarbonylamino)-N-(2-cyanoethyl)propionamide), C1(=CC=CC=C1)P(C1=CC=CC=C1)C1=CC=CC=C1 (triphenylphosphine). Run in C1CCOC1 (THF). Run at time 18 hour. The product is C(C)(C)(C)OC(=O)NCCC1=NN=NN1CCC#N (3-[5-(2-t-butoxycarbonylamino-ethyl)-tetrazol-1-yl]propionitrile). RXN SMILES: [C:1]([O:5][C:6]([NH:8][CH2:9][CH2:10][C:11]([NH:13][CH2:14][CH2:15][C:16]#[N:17])=O)=[O:7])([CH3:4])([CH3:3])[CH3:2].C1(P(C2C=CC=CC=2)C2C=CC=CC=2)C=CC=CC=1.N(C(OCC)=O)=NC(OCC)=O.C[Si]([N:53]=[N+:54]=[N-:55])(C)C>C1COCC1>[C:1]([O:5][C:6]([NH:8][CH2:9][CH2:10][C:11]1[N:13]([CH2:14][CH2:15][C:16]#[N:17])[N:55]=[N:54][N:53]=1)=[O:7])([CH3:4])([CH3:3])[CH3:2]. Reported procedure: To a stirred solution of 3-(t-butoxycarbonylamino)-N-(2-cyanoethyl)propionamide (4.6 mmol) in THF (40 mL) under nitrogen is added triphenylphosphine (4.6 mmol). The solution is cooled to 0° and treated with diethyl azodicarboxylate (DEAD, 2.4 mmol) followed by trimethylsilyl azide (2.4 mmol). The solution is warmed up to room temperature and stirred for 18 hours. One additional equivalent of triphenyl phosphine (4.6 mmol), DEAD (2.4 mmol) and trimethylsilyl azide (2.4 mmol) are added and stirrin... Starting materials: OCCN1CCOCC1 (N-(2-hydroxyethyl)morpholine), [H-].[Na+] (sodium hydride), ClC1=NC=C(C=C1Cl)Cl (2,3,5-trichloropyridine), [H][H] (hydrogen). Solvent: C1CCOC1 (THF), C1CCOC1 (THF), C1CCOC1 (THF). The product is ClC=1C(=NC=C(C1)Cl)OCCN1CCOCC1 (3.5-dichloro-2-[2-(4-morpholinyl]ethoxy]pyridine). Isolated yield 94.9%. As a reaction SMILES: [H-].[Na+].[OH:3][CH2:4][CH2:5][N:6]1[CH2:11][CH2:10][O:9][CH2:8][CH2:7]1.[H][H].Cl[C:15]1[C:20]([Cl:21])=[CH:19][C:18]([Cl:22])=[CH:17][N:16]=1>C1COCC1>[Cl:21][C:20]1[C:15]([O:3][CH2:4][CH2:5][N:6]2[CH2:11][CH2:10][O:9][CH2:8][CH2:7]2)=[N:16][CH:17]=[C:18]([Cl:22])[CH:19]=1 |f:0.1|. Procedure: 97% sodium hydride (2.72 g. 0.11 mol) was suspended in THF (100 ml) under nitrogen and a solution of N-(2-hydroxyethyl)morpholine (14.4 g, 0.11 mol) in THF (15 ml) was added in portions. When hydrogen evolution had ceased, a solution of 2,3,5-trichloropyridine (18.2 g, 0.10 mol) in THF (25 ml) was added at such a rate as to maintain a gentle reflux. The reaction mixture was refluxed for 2 hours and the solvent was subsequently removed in vacuo. The residue was taken up in water/CH2Cl2, the organ...